describe an organic reaction: reactants, conditions, products, and yield From a dataset of the Open Reaction Database (ORD), a public repository of structured organic reaction records. Reactants: O=C(OCc1ccccc1)N1CCN(C2CN(C(c3ccccc3)c3ccccc3)C2)CC1, CC(Cl)OC(=O)Cl, ClCCl. The product is O=C(OCc1ccccc1)N1CCN(C2CNC2)CC1. RXN SMILES: [CH2:1]([c:2]1[cH:3][cH:4][cH:5][cH:6][cH:7]1)[O:8][C:9](=[O:10])[N:11]1[CH2:12][CH2:13][N:14]([CH:17]2[CH2:18][N:19]([CH:21]([c:22]3[cH:23][cH:24][cH:25][cH:26][cH:27]3)[c:28]3[cH:29][cH:30][cH:31][cH:32][cH:33]3)[CH2:20]2)[CH2:15][CH2:16]1.[Cl:34][C:35]([O:36][CH:37]([Cl:38])[CH3:39])=[O:40].[Cl:41][CH2:42][Cl:43]>>[CH2:1]([c:2]1[cH:3][cH:4][cH:5][cH:6][cH:7]1)[O:8][C:9](=[O:10])[N:11]1[CH2:12][CH2:13][N:14]([CH:17]2[CH2:18][NH:19][CH2:20]2)[CH2:15][CH2:16]1.